Task: describe an organic reaction: reactants, conditions, products, and yield. Dataset: the Open Reaction Database (ORD), a public repository of structured organic reaction records Starting materials: [Li]CCCC, C1CCOC1, CCCCCC, CI, c1ccc(Nc2nccc(-c3cnc4n3CCCC4)n2)cc1. The product is CC1CCCn2c(-c3ccnc(Nc4ccccc4)n3)cnc21. RXN SMILES: [CH2:1]([Li:2])[CH2:3][CH2:4][CH3:5].[CH2:36]1[O:37][CH2:38][CH2:39][CH2:40]1.[CH3:30][CH2:31][CH2:32][CH2:33][CH2:34][CH3:35].[I:28][CH3:29].[NH:6]([c:7]1[cH:8][cH:9][cH:10][cH:11][cH:12]1)[c:13]1[n:14][cH:15][cH:16][c:17](-[c:19]2[cH:20][n:21][c:22]3[n:23]2[CH2:24][CH2:25][CH2:26][CH2:27]3)[n:18]1>>[CH3:1][CH:27]1[c:22]2[n:21][cH:20][c:19](-[c:17]3[cH:16][cH:15][n:14][c:13]([NH:6][c:7]4[cH:8][cH:9][cH:10][cH:11][cH:12]4)[n:18]3)[n:23]2[CH2:24][CH2:25][CH2:26]1. The reactants are P(=O)([O-])([O-])F.[Na+].[Na+] (sodium monofluorophosphate), [F-].[Na+] (sodium fluoride). Product: FF (fluorine), P(=O)([O-])([O-])F.[Na+].[Na+] (sodium monofluorophosphate). As a reaction SMILES: [P:1]([F:5])([O-:4])([O-:3])=[O:2].[Na+:6].[Na+].[F-:8].[Na+]>>[F:8][F:5].[P:1]([F:5])([O-:4])([O-:3])=[O:2].[Na+:6].[Na+:6] |f:0.1.2,3.4,6.7.8|. Reported procedure: Sodium monofluorophosphate is used in amount to provide about 700-1090 ppm fluorine to the dental cream in which the total amount of fluorine is about 1000-1670, with about 30-35% by weight to the total fluorine being provided by sodium fluoride (about 300-580 ppm). This corresponds to about 0.5-1.2% by weight of sodium monofluorophosphate and about 0.06-0.11% by weight of sodium fluoride. Preferably, the dental cream contains about 1000-1500 ppm, most preferably, about 950-1000 ppm fluorine pro... Reactants: C1(=CC=CC=C1)C#C (phenylacetylene), BrC=1C=NC=C(C1)OC (3-bromo-5-methoxypyridine). The reagents and catalysts are [Cu]I (copper (I) iodide), C1([P]([Pd][P](C2=CC=CC=C2)(C3=CC=CC=C3)C4=CC=CC=C4)(C5=CC=CC=C5)C6=CC=CC=C6)=CC=CC=C1 (bis(triphenylphosphine)palladium). Run in C(C)N(CC)CC (triethylamine). Run at temperature 80 celsius. Product: COC=1C=NC=C(C1)C#CC1=CC=CC=C1 (3-Methoxy-5-phenylethynylpyridine). Yield: 65.6%. Reaction SMILES: [C:1]1([C:7]#[CH:8])[CH:6]=[CH:5][CH:4]=[CH:3][CH:2]=1.Br[C:10]1[CH:11]=[N:12][CH:13]=[C:14]([O:16][CH3:17])[CH:15]=1>C(N(CC)CC)C.[Cu]I.C1(C=CC=CC=1)[P](C1C=CC=CC=1)(C1C=CC=CC=1)[Pd][P](C1C=CC=CC=1)(C1C=CC=CC=1)C1C=CC=CC=1>[CH3:17][O:16][C:14]1[CH:13]=[N:12][CH:11]=[C:10]([C:8]#[C:7][C:1]2[CH:6]=[CH:5][CH:4]=[CH:3][CH:2]=2)[CH:15]=1 |^1:32,46|. Procedure details: Add phenylacetylene (0.180 mL, 1.6 mmol), copper (I) iodide (0.029 g, 0.15 mmol) and bis(triphenylphosphine)palladium (II) dichloride (0.053 g, 0.08 mmol) to a solution of 3-bromo-5-methoxypyridine (0.282 g, 1.5 mmol) in degassed triethylamine (8 mL) and heat at 80° C. for 16 h. Cool the reaction mixture to room temperature, filter through diatomaceous earth, wash with ethyl acetate, and concentrate. Purify the residue by silica gel chromatography, eluting with 50:50 to 0:100 hexanes:ethyl aceta... Reactants: NC=1ON=C2N(C(N(C(C21)=O)C)=O)C (3-amino-5,7-dimethyl-isoxazolo[3,4-d]pyrimidine-4,6(5H,7H)-dione), C(CC)I (propyl iodide), C([O-])([O-])=O.[K+].[K+] (potassium carbonate). Run in CN(C=O)C (dimethylformamide). Run at temperature 100 celsius, time 3 hour. Product: CN1C(N(C=2C(C1=O)=C(ON2)NCCC)C)=O (5,7-Dimethyl-3-propylamino-isoxazolo[3,4-d]pyrimidine-4,6(5H,7H)-dione). The yield is 30.4%. RXN SMILES: [NH2:1][C:2]1[O:3][N:4]=[C:5]2[C:10]=1[C:9](=[O:11])[N:8]([CH3:12])[C:7](=[O:13])[N:6]2[CH3:14].[CH2:15](I)[CH2:16][CH3:17].C(=O)([O-])[O-].[K+].[K+]>CN(C)C=O>[CH3:12][N:8]1[C:9](=[O:11])[C:10]2=[C:2]([NH:1][CH2:15][CH2:16][CH3:17])[O:3][N:4]=[C:5]2[N:6]([CH3:14])[C:7]1=[O:13] |f:2.3.4|. Procedure details: A mixture of 0.588 g of 3-amino-5,7-dimethyl-isoxazolo[3,4-d]pyrimidine-4,6(5H,7H)-dione, 15 ml of dimethylformamide, 2.5 g of propyl iodide and 1.0 g of potassium carbonate was stirred at 100° C. for 3 hours. From the reaction solution was removed the solvent under reduced pressure. To the residue was added water, which was subjected to extraction with chloroform. The chloroform layer was taken and dried over anhydrous sodium sulfate, from which was removed the solvent. The resultant residue wa... The reactants are S(=O)(=O)(C1=CC=C(C)C=C1)OCC1OC=CCC1 (2-tosyloxymethyl-3,4-dihydro-2H-pyran), ClC1=CC=C(CO)C=C1 (p-chlorobenzyl alcohol). Reagents/catalysts: O=P(Cl)(Cl)Cl (phosphorus oxytrichloride), C(C)N(CC)CC (triethylamine). Run in C(C)OCC (diethyl ether). Yields the product ClC1=CC=C(CO[C@H]2CCC[C@@H](O2)COS(=O)(=O)C2=CC=C(C)C=C2)C=C1 (trans-6-(4-chlorobenzyloxy)-2-tosyloxymethyltetrahydropyran). Isolated yield 74.9%. As a reaction SMILES: [S:1]([O:11][CH2:12][CH:13]1[CH2:18][CH2:17][CH:16]=[CH:15][O:14]1)([C:4]1[CH:10]=[CH:9][C:7]([CH3:8])=[CH:6][CH:5]=1)(=[O:3])=[O:2].[Cl:19][C:20]1[CH:27]=[CH:26][C:23]([CH2:24][OH:25])=[CH:22][CH:21]=1>C(OCC)C.O=P(Cl)(Cl)Cl.C(N(CC)CC)C>[Cl:19][C:20]1[CH:27]=[CH:26][C:23]([CH2:24][O:25][C@@H:15]2[O:14][C@@H:13]([CH2:12][O:11][S:1]([C:4]3[CH:5]=[CH:6][C:7]([CH3:8])=[CH:9][CH:10]=3)(=[O:3])=[O:2])[CH2:18][CH2:17][CH2:16]2)=[CH:22][CH:21]=1. Procedure details: 3 g of 2-tosyloxymethyl-3,4-dihydro-2H-pyran and 1.91 g of p-chlorobenzyl alcohol were dissolved in 40 ml of diethyl ether, and 2-3 drops of phosphorus oxytrichloride were added to the resulting solution. The mixture was then allowed to react at room temperature for 1.5 days, after which 2 drops of triethylamine were added and the mixture was concentrated by evaporation under reduced pressure. The residue was subjected to column chromatography through silica gel, eluted with a 8:1 by volume mixt... Reaction conditions: temperature 100 celsius, time 20 hour. Yields the product CS(=O)(=O)[O-].C[S+](=O)(C)C (S,S,S-trimethylsulfoxonium methanesulfonate). Reactants: CS(=O)(=O)OC (methyl methanesulfonate), CS(=O)C (dimethylsulfoxide). RXN SMILES: [CH3:1][S:2]([O:5]C)(=[O:4])=[O:3].[CH3:7][S:8]([CH3:10])=[O:9]>>[CH3:1][S:2]([O-:5])(=[O:4])=[O:3].[CH3:7][S+:8]([CH3:1])([CH3:10])=[O:9] |f:2.3|. Reported procedure: A 50 g amount of dimethylsulfoxide and 10 g of methyl methanesulfonate were heated and stirred under reflux conditions at 100°C for 20 hours. The mixture was allowed to stand at room temperature and crystals of a product were collected by filtration. The crystals were then washed with acetone yielding 5.97 g of a white, crystalline product. When this product was recrystallized from alcohol, S,S,S-trimethylsulfoxonium methanesulfonate having a melting point of 222.0° to 222.5°C. (decomposition) w...